This data is from the Open Reaction Database (ORD), a public repository of structured organic reaction records. The task is: describe an organic reaction: reactants, conditions, products, and yield The reactants are BrC=1C=CC(=NC1)C1=CC=C(C=C1)O (4-(5-bromo-2-pyridinyl)phenol), C(=O)(OC(C)(C)C)N1CCC(CC1)CO (N-Boc-4-piperidinemethanol), C1=CC=C(C=C1)P(C2=CC=CC=C2)C3=CC=CC=C3 (Ph3P), N(=NC(=O)OC(C)C)C(=O)OC(C)C (diisopropyl azodicarboxylate). The solvent is C1CCOC1 (THF), C1CCOC1 (THF). The product is BrC=1C=CC(=NC1)C1=CC=C(C=C1)OCC1CCN(CC1)C(=O)OC(C)(C)C (1,1-Dimethylethyl 4-({[4-(5-bromo-2-pyridinyl)phenyl]oxy}methyl)-1-piperidinecarboxylate). Isolated yield 60.4%. As a reaction SMILES: [Br:1][C:2]1[CH:3]=[CH:4][C:5]([C:8]2[CH:13]=[CH:12][C:11]([OH:14])=[CH:10][CH:9]=2)=[N:6][CH:7]=1.[C:15]([N:22]1[CH2:27][CH2:26][CH:25]([CH2:28]O)[CH2:24][CH2:23]1)([O:17][C:18]([CH3:21])([CH3:20])[CH3:19])=[O:16].C1C=CC(P(C2C=CC=CC=2)C2C=CC=CC=2)=CC=1.N(C(OC(C)C)=O)=NC(OC(C)C)=O>C1COCC1>[Br:1][C:2]1[CH:3]=[CH:4][C:5]([C:8]2[CH:13]=[CH:12][C:11]([O:14][CH2:28][CH:25]3[CH2:26][CH2:27][N:22]([C:15]([O:17][C:18]([CH3:19])([CH3:21])[CH3:20])=[O:16])[CH2:23][CH2:24]3)=[CH:10][CH:9]=2)=[N:6][CH:7]=1. Reported procedure: 1,1-Dimethylethyl 4-({[4-(5-bromo-2-pyridinyl)phenyl]oxy}methyl)-1-piperidinecarboxylate (0.27 g, 60%) was prepared as a white solid from 4-(5-bromo-2-pyridinyl)phenol (0.25 g, 1.0 mmol), N-Boc-4-piperidinemethanol (0.23 g, 1.0 mmol) and Ph3P (0.27 g, 1.0 mmol) in THF (7 mL) followed by diisopropyl azodicarboxylate (0.22 g, 94%, 1.0 mmol) in THF (3 mL) in a manner similar to Example 1, Step 2. 1H NMR (400 MHz, CDCl3): δ 8.69 (s, 1H), 7.92 (d, 2H, J=8.8 Hz), 7.85 (d, 1H, J=8.5 Hz), 7.57 (d, 1H, J... Starting materials: FC(S(=O)(=O)OC=1N=C2C(=CNC2=CC1)C1CCN(CC1)C)(F)F (O-Trifluoromethanesulfonyl-3-(1-methylpiperidin-4-yl)-5-hydroxy-4-aza-1H-indole), [Cl-].[Li+] (lithium chloride), ClC1=CC=NC2=CC=CC=C12 (4-chloroquinoline), C[Sn](C)C.C[Sn](C)C (hexamethylditin), [F-].[K+] (potassium fluoride). The reagents and catalysts are C=1C=CC(=CC1)[P](C=2C=CC=CC2)(C=3C=CC=CC3)[Pd]([P](C=4C=CC=CC4)(C=5C=CC=CC5)C=6C=CC=CC6)([P](C=7C=CC=CC7)(C=8C=CC=CC8)C=9C=CC=CC9)[P](C=1C=CC=CC1)(C=1C=CC=CC1)C=1C=CC=CC1 (tetrakis(triphenylphosphine)palladium(0)). Solvent: O1CCOCC1 (1,4-dioxane). Reaction conditions: temperature 105 celsius. Product: N1=CC=C(C2=CC=CC=C12)C=1N=C2C(=CNC2=CC1)C1CCN(CC1)C (5-(Quinolin-4-yl)-3-(1-Methylpiperidin-4-yl)-4-Aza-1H-Indole). The yield is 45.7%. Reaction SMILES: FC(F)(F)S(O[C:7]1[N:8]=[C:9]2[C:13](=[CH:14][CH:15]=1)[NH:12][CH:11]=[C:10]2[CH:16]1[CH2:21][CH2:20][N:19]([CH3:22])[CH2:18][CH2:17]1)(=O)=O.[Cl-].[Li+].Cl[C:28]1[C:37]2[C:32](=[CH:33][CH:34]=[CH:35][CH:36]=2)[N:31]=[CH:30][CH:29]=1.C[Sn](C)C.C[Sn](C)C.[F-].[K+]>C1C=CC([P]([Pd]([P](C2C=CC=CC=2)(C2C=CC=CC=2)C2C=CC=CC=2)([P](C2C=CC=CC=2)(C2C=CC=CC=2)C2C=CC=CC=2)[P](C2C=CC=CC=2)(C2C=CC=CC=2)C2C=CC=CC=2)(C2C=CC=CC=2)C2C=CC=CC=2)=CC=1.O1CCOCC1>[N:31]1[C:32]2[C:37](=[CH:36][CH:35]=[CH:34][CH:33]=2)[C:28]([C:7]2[N:8]=[C:9]3[C:13](=[CH:14][CH:15]=2)[NH:12][CH:11]=[C:10]3[CH:16]2[CH2:21][CH2:20][N:19]([CH3:22])[CH2:18][CH2:17]2)=[CH:29][CH:30]=1 |f:1.2,4.5,6.7,^1:38,42,51,53,72,91|. Procedure: O-Trifluoromethanesulfonyl-3-(1-methylpiperidin-4-yl)-5-hydroxy-4-aza-1H-indole (239 mg, 0.658 mmol), tetrakis(triphenylphosphine)palladium(0) (76 mg, 0.065 mmol), dried lithium chloride (167 mg, 3.95 mmol), 4-chloroquinoline (108 mg, 0.658 mmol), hexamethylditin (215 mg, 0.658 mmol), and 15 mL of 1,4-dioxane were placed in a flask and heated to reflux (about 105° C.). The reaction was stirred for about 18 hours before 50 mL of 8M aqueous potassium fluoride solution was added. The solution was e... The reactants are ClCCl, Cl, CCOC(=O)CN=C=O, C1COCCO1, OC1CCOCC1. The product is CCOC(=O)CNC(=O)OC1CCOCC1. As a reaction SMILES: [Cl:24][CH2:25][Cl:26].[ClH:16].[N:1](=[C:2]=[O:3])[CH2:4][C:5](=[O:6])[O:7][CH2:8][CH3:9].[O:10]1[CH2:11][CH2:12][O:13][CH2:14][CH2:15]1.[O:17]1[CH2:18][CH2:19][CH:20]([OH:23])[CH2:21][CH2:22]1>>[NH:1]([C:2](=[O:3])[O:23][CH:20]1[CH2:19][CH2:18][O:17][CH2:22][CH2:21]1)[CH2:4][C:5](=[O:6])[O:7][CH2:8][CH3:9]. Product: N1(CCOCC1)NC(=O)C=1C=NC(=NC1)C(C1=CC=CC=C1)=O (2-benzoyl-pyrimidine-5-carboxylic acid morpholin-4-ylamide). The yield is 61.1%. Reagents/catalysts: CN(C)C=O (DMF). The reactants are C(C(=O)Cl)(=O)Cl (oxalyl chloride), CCN(C(C)C)C(C)C (DIPEA), C(C1=CC=CC=C1)(=O)C1=NC=C(C=N1)C(=O)O (2-Benzoyl-pyrimidine-5-carboxylic acid), N1(CCOCC1)N (morpholine-4-ylamine). Procedure details: 2-Benzoyl-pyrimidine-5-carboxylic acid (50 mg, 0.22 mmol) is dissolved in anhydrous DCM (5 mL), and a 2 M oxalyl chloride (0.26 mmol, 0.13 mL) solution in DCM is added at rt followed by one drop of DMF. The mixture is stirred at rt for 2 h, and then concentrated in vacuo. The residue is dissolved in DCM (5 mL), and morpholine-4-ylamine (0.24 mmol, 25 mg) is added, followed by DIPEA (0.44 mmol, 57 mg). The reaction mixture is stirred at rt overnight, and then concentrated in vacuo. The residue is... The solvent is C(Cl)Cl (DCM), C(Cl)Cl (DCM). Reaction conditions: time 2 hour. Reaction SMILES: [C:1]([C:9]1[N:14]=[CH:13][C:12]([C:15]([OH:17])=O)=[CH:11][N:10]=1)(=[O:8])[C:2]1[CH:7]=[CH:6][CH:5]=[CH:4][CH:3]=1.C(Cl)(=O)C(Cl)=O.[N:24]1([NH2:30])[CH2:29][CH2:28][O:27][CH2:26][CH2:25]1.CCN(C(C)C)C(C)C>C(Cl)Cl.CN(C=O)C>[N:24]1([NH:30][C:15]([C:12]2[CH:13]=[N:14][C:9]([C:1](=[O:8])[C:2]3[CH:3]=[CH:4][CH:5]=[CH:6][CH:7]=3)=[N:10][CH:11]=2)=[O:17])[CH2:29][CH2:28][O:27][CH2:26][CH2:25]1. Reactants: C(C1=CC=2OCOC2C=C1)NCC1=CC=CC=C1 (N-piperonyl-N-benzylamine), FC1=C(C#N)C=CC=C1 (2-fluorobezonitrile), [OH-].[K+] (potassium hydroxide), C1COCCOCCOCCOCCOCCO1 (18-crown-6), C(=O)(C=1NC=CN1)C=1NC=CN1 (carbonyl diimidazole), C(C1=CC=CC=C1)(=O)O (benzoic acid). The solvent is O1CCCC1 (tetrahydrofuran). Conditions: time 8 hour. Product: N1(N=CC=C1)C1=C(C#N)C=CC=C1 (2-Pyrazol-1-yl-benzonitrile). Reaction SMILES: F[C:2]1[CH:9]=[CH:8][CH:7]=[CH:6][C:3]=1[C:4]#[N:5].[OH-].[K+].C1OCCOCCOCCOCCOCCOC1.[C:30]([C:37]1[NH:38]C=CN=1)([C:32]1NC=C[N:36]=1)=O.C(O)(=O)C1C=CC=CC=1.C(NCC1C=CC=CC=1)C1C=CC2OCOC=2C=1>O1CCCC1>[N:38]1([C:2]2[CH:9]=[CH:8][CH:7]=[CH:6][C:3]=2[C:4]#[N:5])[CH:37]=[CH:30][CH:32]=[N:36]1 |f:1.2|. Procedure: A solution of 20 mmol of 2-fluorobezonitrile and 40 mmol of pyrrazole is mixed together in dimethylformaide with 1 equivalent of potassium hydroxide and a catalytic amount of 18-crown-6. The mixture is stirred at room temperature overnight, quenched with water and ethyl acetate and extracted with ethyl acetate. The organic extract is washed repeatedly with 1 N NaOH solution. The organic layer is then diluted with ether and washed with 1N HCl solution, dried and concentrated. 1H NMR (CDCl3) 6.55 ... Starting materials: CC(=O)[O-], COc1cc([N+](=O)[O-])c(C(O)C[N+](=O)[O-])nc1OC, CC(=O)OC(C)=O, [Na+], [Na+], O=C([O-])O. Yields the product COc1cc([N+](=O)[O-])c(C=C[N+](=O)[O-])nc1OC. RXN SMILES: [C:20]([O-:21])(=[O:22])[CH3:23].[CH3:1][O:2][c:3]1[cH:4][c:5]([N+:17](=[O:18])[O-:19])[c:6]([CH:11]([CH2:12][N+:13](=[O:14])[O-:15])[OH:16])[n:7][c:8]1[O:9][CH3:10].[CH3:30][C:31]([O:32][C:33]([CH3:34])=[O:35])=[O:36].[Na+:24].[Na+:29].[O-:25][C:26]([OH:27])=[O:28]>>[CH3:1][O:2][c:3]1[cH:4][c:5]([N+:17](=[O:18])[O-:19])[c:6]([CH:11]=[CH:12][N+:13](=[O:14])[O-:15])[n:7][c:8]1[O:9][CH3:10]. The reactants are C(C)(=O)OCC (ethyl acetate), ClC1=C(C=CC(=C1Cl)C)N1C(C=2C(C1=O)=CC=CC2)=O (N-(2,3-dichloro-4-methylphenyl)phthalimide), BrN1C(CCC1=O)=O (N-bromosuccinimide), C(C1=CC=CC=C1)(=O)OOC(C1=CC=CC=C1)=O (benzoyl peroxide). Run in C(Cl)(Cl)(Cl)Cl (carbon tetrachloride). Yields the product BrCC1=C(C(=C(C=C1)N1C(C=2C(C1=O)=CC=CC2)=O)Cl)Cl (N-(4-bromomethyl-2,3-dichlorophenyl)phthalimide). Isolated yield 87.9%. RXN SMILES: [Cl:1][C:2]1[C:7]([Cl:8])=[C:6]([CH3:9])[CH:5]=[CH:4][C:3]=1[N:10]1[C:14](=[O:15])[C:13]2=[CH:16][CH:17]=[CH:18][CH:19]=[C:12]2[C:11]1=[O:20].[Br:21]N1C(=O)CCC1=O.C(OOC(=O)C1C=CC=CC=1)(=O)C1C=CC=CC=1.C(OCC)(=O)C>C(Cl)(Cl)(Cl)Cl>[Br:21][CH2:9][C:6]1[CH:5]=[CH:4][C:3]([N:10]2[C:11](=[O:20])[C:12]3=[CH:19][CH:18]=[CH:17][CH:16]=[C:13]3[C:14]2=[O:15])=[C:2]([Cl:1])[C:7]=1[Cl:8]. Procedure: A solution of 4.0 grams (0.013 mole) of N-(2,3-dichloro-4-methylphenyl)phthalimide, 2.3 grams (0.013 mole) of N-bromosuccinimide and 0.3 gram of benzoyl peroxide in 200 ml of carbon tetrachloride was heated under reflux for 22 hours. The cooled reaction mixture was poured into 500 ml of ethyl acetate. The solution was washed with three 100 ml portions of water. The organic layer was dried with magnesium sulfate and was filtered. The filtrate was concentrated under reduced pressure to a residue. ... Starting materials: CC(=CCCC(C)=O)CCC=C(COC(C)=O)C (6,10-dimethyl-11-acetoxy-5,9-undecadien-2-on), CC(=CCCC(C)=O)CCC=C(COC(C1=CC=CC=C1)=O)C (6,10-dimethyl-11-(benzoyl)oxy-5,9-undecadien-2-one). The product is CC(C#C)(CCC=C(CCC=C(COC(C)=O)C)C)O (3,7,11-trimethyl-12-acetoxy-6,10-dodecadien-1-in-3-ol), 3,7,11-trimethyl-12-(benzoyl)oxy-6,10-dodecadien-l-in-3. Reaction SMILES: [CH3:1][C:2]([CH2:9][CH2:10][CH:11]=[C:12]([CH3:18])[CH2:13][O:14][C:15](=[O:17])[CH3:16])=[CH:3][CH2:4][CH2:5][C:6](=[O:8])[CH3:7].[CH3:19][C:20](CCC=C(C)COC(=O)C1C=CC=CC=1)=CCCC(=O)C>>[CH3:7][C:6]([OH:8])([CH2:5][CH2:4][CH:3]=[C:2]([CH3:1])[CH2:9][CH2:10][CH:11]=[C:12]([CH3:18])[CH2:13][O:14][C:15](=[O:17])[CH3:16])[C:19]#[CH:20]. Procedure details: The procedure described in Example 9 was repeated except that 6,10-dimethyl-11-acetoxy-5,9-undecadien-2-on or 6,10-dimethyl-11-(benzoyl)oxy-5,9-undecadien-2-one was employed as a starting material to give 3,7,11-trimethyl-12-acetoxy-6,10-dodecadien-1-in-3-ol and 3,7,11-trimethyl-12-(benzoyl)oxy-6,10-dodecadien-l-in-3-ol. Starting materials: [H-].[Na+] (sodium hydride), ice, C(C=C)OC(=O)N1[C@@H](C[C@@H](C1)SC(C1=CC=CC=C1)(C1=CC=CC=C1)C1=CC=CC=C1)CI ((2S,4S)-N-allyloxycarbonyl-2-iodomethyl-4-triphenylmethylthiopyrrolidine), C(CC(=O)OC)(=O)OC (dimethyl malonate), S(=O)(=O)(O)[O-].[K+] (potassium hydrogensulfate). The solvent is CN(C=O)C (N,N-dimethylformamide), CN(C=O)C (N,N-dimethylformamide), O (water). Reaction conditions: time 3 minute. Yields the product C(C=C)OC(=O)N1[C@H](C[C@@H](C1)SC(C1=CC=CC=C1)(C1=CC=CC=C1)C1=CC=CC=C1)CC(C(=O)OC)C(=O)OC ((2S,4S)-N-allyloxycarbonyl-2-[2,2-bis(methoxycarbonyl)ethyl]-4-triphenylmethylthiopyrrolidine). Isolated yield 90.3%. RXN SMILES: [H-].[Na+].[C:3]([O:10][CH3:11])(=[O:9])[CH2:4][C:5]([O:7][CH3:8])=[O:6].[CH2:12]([O:15][C:16]([N:18]1[CH2:22][C@@H:21]([S:23][C:24]([C:37]2[CH:42]=[CH:41][CH:40]=[CH:39][CH:38]=2)([C:31]2[CH:36]=[CH:35][CH:34]=[CH:33][CH:32]=2)[C:25]2[CH:30]=[CH:29][CH:28]=[CH:27][CH:26]=2)[CH2:20][C@H:19]1[CH2:43]I)=[O:17])[CH:13]=[CH2:14].S([O-])(O)(=O)=O.[K+]>CN(C)C=O.O>[CH2:12]([O:15][C:16]([N:18]1[CH2:22][C@@H:21]([S:23][C:24]([C:37]2[CH:42]=[CH:41][CH:40]=[CH:39][CH:38]=2)([C:31]2[CH:32]=[CH:33][CH:34]=[CH:35][CH:36]=2)[C:25]2[CH:30]=[CH:29][CH:28]=[CH:27][CH:26]=2)[CH2:20][C@@H:19]1[CH2:43][CH:4]([C:3]([O:10][CH3:11])=[O:9])[C:5]([O:7][CH3:8])=[O:6])=[O:17])[CH:13]=[CH2:14] |f:0.1,4.5|. Reported procedure: To an ice-cooled suspension of sodium hydride (60%, in oil suspension, 300 mg, 7.5 mmol) in N,N-dimethylformamide (15 ml) was added dropwise dimethyl malonate (0.92 ml, 8.05 mmol) under a nitrogen atmosphere, and the mixture was stirred for 3.0 min at the same temperature. To the mixture was added a solution of (2S,4S)-N-allyloxycarbonyl-2-iodomethyl-4-triphenylmethylthiopyrrolidine (2.85 g, 5 mmol) in N,N-dimethylformamide (10 ml), and the mixture was stirred for 30 min under ice-cooling, for 1... Starting materials: [N+](=O)([O-])C1=CC=C(COC(=O)N2[C@@H](C[C@@H](C2)SC(C)=O)CO)C=C1 ((2S,4S)-1-(p-Nitrobenzyloxycarbonyl)-2-hydroxymethyl-4-acetylthiopyrrolidine), ClC(C(=O)N=C=O)(Cl)Cl (trichloroacetyl isocyanate). The solvent is C(C)(=O)OCC (ethyl acetate), C(C)(=O)OCC (ethyl acetate). Run at time 1 hour. Yields the product [N+](=O)([O-])C1=CC=C(COC(=O)N2[C@@H](C[C@@H](C2)SC(C)=O)COC(=O)NC(C(Cl)(Cl)Cl)=O)C=C1 ((2S,4S)-1-(p-nitrobenzyloxycarbonyl)-2-trichloroacetylaminocarbonyloxymethyl-4-acetylthiopyrrolidine). Reaction SMILES: [N+:1]([C:4]1[CH:24]=[CH:23][C:7]([CH2:8][O:9][C:10]([N:12]2[CH2:16][C@@H:15]([S:17][C:18](=[O:20])[CH3:19])[CH2:14][C@H:13]2[CH2:21][OH:22])=[O:11])=[CH:6][CH:5]=1)([O-:3])=[O:2].[Cl:25][C:26]([Cl:33])([Cl:32])[C:27]([N:29]=[C:30]=[O:31])=[O:28]>C(OCC)(=O)C>[N+:1]([C:4]1[CH:5]=[CH:6][C:7]([CH2:8][O:9][C:10]([N:12]2[CH2:16][C@@H:15]([S:17][C:18](=[O:20])[CH3:19])[CH2:14][C@H:13]2[CH2:21][O:22][C:30]([NH:29][C:27](=[O:28])[C:26]([Cl:33])([Cl:32])[Cl:25])=[O:31])=[O:11])=[CH:23][CH:24]=1)([O-:3])=[O:2]. Procedure details: (2S,4S)-1-(p-Nitrobenzyloxycarbonyl)-2-hydroxymethyl-4-acetylthiopyrrolidine (100 mg) was dissolved in 3 ml of dry ethyl acetate. To the solution was added 0.05 ml of trichloroacetyl isocyanate under ice-cooling in a nitrogen stream, followed by stirring at the same temperature for 1 hour. The mixture was diluted with ethyl acetate, washed successively with a saturated sodium bicarbonate solution and water, dried over anhydrous sodium sulfate and distilled to obtain (2S,4S)-1-(p-nitrobenzyloxyca...